From a dataset of the Open Reaction Database (ORD), a public repository of structured organic reaction records. describe an organic reaction: reactants, conditions, products, and yield Reactants: trihydrochloride, NC=1C2=C(N=CN1)N(C=C2C=2C=C1CCN(C1=CC2)C(CC2=CC(=CC=C2)C)=O)C2CCN(CC2)C(=O)OC(C)(C)C (1,1-dimethylethyl 4-(4-amino-5-{1-[(3-methylphenyl)acetyl]-2,3-dihydro-1H-indol-5-yl}-7H-pyrrolo[2,3-d]pyrimidin-7-yl)-1-piperidinecarboxylate), Cl (HCl). Solvent: O1CCOCC1 (1,4-Dioxane), O1CCOCC1 (dioxane). Conditions: temperature 50 celsius, time 8 hour. The product is CC=1C=C(C=CC1)CC(=O)N1CCC2=CC(=CC=C12)C1=CN(C=2N=CN=C(C21)N)C2CCNCC2 (5-{1-[(3-methylphenyl)acetyl]-2,3-dihydro-1H-indol-5-yl}-7-(4-piperidinyl)-7H-pyrrolo[2,3-d]pyrimidin-4-amine). Yield: 99.2%. RXN SMILES: [NH2:1][C:2]1[C:3]2[C:10]([C:11]3[CH:12]=[C:13]4[C:17](=[CH:18][CH:19]=3)[N:16]([C:20](=[O:29])[CH2:21][C:22]3[CH:27]=[CH:26][CH:25]=[C:24]([CH3:28])[CH:23]=3)[CH2:15][CH2:14]4)=[CH:9][N:8]([CH:30]3[CH2:35][CH2:34][N:33](C(OC(C)(C)C)=O)[CH2:32][CH2:31]3)[C:4]=2[N:5]=[CH:6][N:7]=1.Cl>O1CCOCC1>[CH3:28][C:24]1[CH:23]=[C:22]([CH2:21][C:20]([N:16]2[C:17]3[C:13](=[CH:12][C:11]([C:10]4[C:3]5[C:2]([NH2:1])=[N:7][CH:6]=[N:5][C:4]=5[N:8]([CH:30]5[CH2:35][CH2:34][NH:33][CH2:32][CH2:31]5)[CH:9]=4)=[CH:19][CH:18]=3)[CH2:14][CH2:15]2)=[O:29])[CH:27]=[CH:26][CH:25]=1. Procedure: To 1,1-dimethylethyl 4-(4-amino-5-{1-[(3-methylphenyl)acetyl]-2,3-dihydro-1H-indol-5-yl}-7H-pyrrolo[2,3-d]pyrimidin-7-yl)-1-piperidinecarboxylate (230 mg, 0.406 mmol) were added 1,4-Dioxane and 4N HCl in dioxane (4 mL, 16.00 mmol). The mixture was allowed to stir overnight at 50° C. The reaction was concentrated. The solid was sonicated with 1:1 Hexane:DCM and the solid was isolated by filtration to isolate 5-{1-[(3-methylphenyl)acetyl]-2,3-dihydro-1H-indol-5-yl}-7-(4-piperidinyl)-7H-pyrrolo[2,3... Reactants: Compound ( 6 ), C(C=C)C1CC(N1)=O (4-allyl-2-azetidinone), O1CCCC1 (tetrahydrofuran), N1C(CC1)=O (azetidinone), hydroxyacetyl, diol, C(=O)(Cl)Cl (phosgene), C(=O)(Cl)Cl (phosgene), pyrocarbonate ester. The solvent is C(C)(=O)OCC (ethyl acetate), C1=CC=CC=C1 (benzene), C(Cl)(Cl)Cl (chloroform), ClCCl (dichloromethane), N1=CC=CC=C1 (pyridine), C(C)N(CC)CC (triethylamine). Yields the product C(C)(C)NC(C)C (diisopropylamine), O=C1OCC(O1)C1C(NC1)=O (3-(2-oxo-1,3-dioxolanyl)-2-azetidinone). Reaction SMILES: [NH:1]1[CH2:4][CH2:3][C:2]1=[O:5].[O:6]1[CH2:10][CH2:9][CH2:8][CH2:7]1.[CH2:11]([CH:14]1[NH:17][C:16](=[O:18])[CH2:15]1)C=C.[C:19](Cl)(Cl)=[O:20]>C(OCC)(=O)C.C1C=CC=CC=1.C(Cl)(Cl)Cl.ClCCl.N1C=CC=CC=1.C(N(CC)CC)C>[CH:9]([NH:17][CH:14]([CH3:15])[CH3:11])([CH3:10])[CH3:8].[O:6]=[C:7]1[O:5][CH:2]([CH:3]2[CH2:4][NH:1][C:19]2=[O:20])[CH2:16][O:18]1. Procedure: The 2-oxodioxolane ring can be prepared e.g. by the introduction of 1,2-dioxyethyl into 4-allyl-2-azetidinone (5a: Y=allyl) described in J. Chemical Society, Chem. Comm., 1979, 236 and carbonate formation according to the above reaction scheme. Namely, treatment of Compound (5a) with organosilyl reagent e.g. t-butyldimethylsilyl chloride, t-butyldiphenylsilylchloride, trimethylsilyl chloride, hexamethyldisilazane in an inert solvent e.g. dimethyl formamide, acetonitrile, hexamethylphosphorotriam... Starting materials: Cc1ccc(B(O)O)cc1, Cc1ccccc1, COc1cc2nccc(Oc3ccc(C)nc3I)c2cc1OC, [Na+], O=C([O-])O. The product is COc1cc2nccc(Oc3ccc(C)nc3-c3ccc(C)cc3)c2cc1OC. Reaction SMILES: [CH3:24][c:25]1[cH:26][cH:27][c:28]([B:31]([OH:32])[OH:33])[cH:29][cH:30]1.[CH3:39][c:40]1[cH:41][cH:42][cH:43][cH:44][cH:45]1.[I:1][c:2]1[n:3][c:4]([CH3:23])[cH:5][cH:6][c:7]1[O:8][c:9]1[cH:10][cH:11][n:12][c:13]2[cH:14][c:15]([O:21][CH3:22])[c:16]([O:19][CH3:20])[cH:17][c:18]12.[Na+:34].[OH:35][C:36](=[O:37])[O-:38]>>[c:2]1(-[c:28]2[cH:27][cH:26][c:25]([CH3:24])[cH:30][cH:29]2)[n:3][c:4]([CH3:23])[cH:5][cH:6][c:7]1[O:8][c:9]1[cH:10][cH:11][n:12][c:13]2[cH:14][c:15]([O:21][CH3:22])[c:16]([O:19][CH3:20])[cH:17][c:18]12. Reactants: NC1=C(NC2=CC(=CC=C12)Cl)C(C1=CC(=CC=C1)C)=O (3-amino-6-chloro-2-(3-methylbenzoyl)indole), C(CC(C)C)(=O)Cl (isovaleryl chloride). Product: ClC1=CC=C2C(=C(NC2=C1)C(C1=CC(=CC=C1)C)=O)NC(CC(C)C)=O (6-Chloro-2-(3-methylbenzoyl)-3-(isovalerylamino)indole). As a reaction SMILES: [NH2:1][C:2]1[C:10]2[C:5](=[CH:6][C:7]([Cl:11])=[CH:8][CH:9]=2)[NH:4][C:3]=1[C:12](=[O:20])[C:13]1[CH:18]=[CH:17][CH:16]=[C:15]([CH3:19])[CH:14]=1.[C:21](Cl)(=[O:26])[CH2:22][CH:23]([CH3:25])[CH3:24]>>[Cl:11][C:7]1[CH:6]=[C:5]2[C:10]([C:2]([NH:1][C:21](=[O:26])[CH2:22][CH:23]([CH3:25])[CH3:24])=[C:3]([C:12](=[O:20])[C:13]3[CH:18]=[CH:17][CH:16]=[C:15]([CH3:19])[CH:14]=3)[NH:4]2)=[CH:9][CH:8]=1. Procedure details: The title compound was prepared according to the procedure described in Example 19 employing 3-amino-6-chloro-2-(3-methylbenzoyl)indole (Example 21) and isovaleryl chloride. m.p.: 182-185° C. 1H-NMR (CDCl3) δ: 10.05 (1H, br s), 8.42-8.17 (2H, m), 7.62-7.53 (2H, m), 7.48-7.40 (2H, m), 7.30-7.25 (1H, m), 7.12-7.03 (1H, m), 2.45 (3H, s), 2.39-2.17 (3H, m), 1.04 (6H, dd, J=6.6 Hz) Yields the product CCONC(C)CCc1ccc(OC(C)CC)cc1. The reactants are [BH3-]C#N, CCON=C(C)CCc1ccc(OC(C)CC)cc1, CCO, [Na+]. RXN SMILES: [C:20]([BH3-:21])#[N:22].[CH2:1]([CH3:2])[O:3][N:4]=[C:5]([CH3:6])[CH2:7][CH2:8][c:9]1[cH:10][cH:11][c:12]([O:15][CH:16]([CH2:17][CH3:18])[CH3:19])[cH:13][cH:14]1.[CH3:24][CH2:25][OH:26].[Na+:23]>>[CH2:1]([CH3:2])[O:3][NH:4][CH:5]([CH3:6])[CH2:7][CH2:8][c:9]1[cH:10][cH:11][c:12]([O:15][CH:16]([CH2:17][CH3:18])[CH3:19])[cH:13][cH:14]1. Reactants: ClN1C(CCC1=O)=O (N-chlorosuccinimide), N1C=NC(=C1)C(=O)OC (methyl 1H-imidazole-4-carboxylate). The solvent is CC#N (CH3CN). Conditions: time 12 hour. The product is ClC=1N=CNC1C(=O)OC (methyl 4-chloro-1H-imidazole-5-carboxylate). Isolated yield 15.8%. RXN SMILES: [Cl:1]N1C(=O)CCC1=O.[NH:9]1[CH:13]=[C:12]([C:14]([O:16][CH3:17])=[O:15])[N:11]=[CH:10]1>CC#N>[Cl:1][C:13]1[N:9]=[CH:10][NH:11][C:12]=1[C:14]([O:16][CH3:17])=[O:15]. Procedure details: N-chlorosuccinimide (0.318 g, 2.4 mmol) was added to a stirred solution of methyl 1H-imidazole-4-carboxylate (0.300 g, 2.4 mmol) in CH3CN (16 mL). The reaction mixture was stirred for 12 h in the dark and then concentrated. The white residue was taken up in EtOAc, satd. aqueous Na2S (10 mL) was added and the solution was stirred for 15 min. The organic layer was isolated, dried (Na2SO4), concentrated and the crude product was purified by column chromatography (20-70% EtOAc/hexanes) to afford the... The product is C=C1Sc2ccccc2NC1=O. Reaction SMILES: [CH2:1]([O:2][P:3](=[O:4])([O:5][CH2:6][CH3:7])[CH:9]1[S:10][c:11]2[c:12]([cH:16][cH:17][cH:18][cH:19]2)[NH:13][C:14]1=[O:15])[CH3:8].[CH2:20]=[O:21].[CH3:23][O-:24].[CH3:26][OH:27].[Na+:25].[OH2:22]>>[C:9]1(=[CH2:20])[S:10][c:11]2[c:12]([cH:16][cH:17][cH:18][cH:19]2)[NH:13][C:14]1=[O:15]. The reactants are CCOP(=O)(OCC)C1Sc2ccccc2NC1=O, C=O, C[O-], CO, [Na+], O.